This data is from the Open Reaction Database (ORD), a public repository of structured organic reaction records. The task is: describe an organic reaction: reactants, conditions, products, and yield Reactants: CCO, CSC(=N)Nc1ccc2nc(NC3CCc4ccccc43)ccc2c1, I, NCc1ccccc1. As a reaction SMILES: [CH3:35][CH2:36][OH:37].[CH:2]1([NH:11][c:12]2[n:13][c:14]3[cH:15][cH:16][c:17]([NH:22][C:23]([S:24][CH3:25])=[NH:26])[cH:18][c:19]3[cH:20][cH:21]2)[CH2:3][CH2:4][c:5]2[cH:6][cH:7][cH:8][cH:9][c:10]21.[IH:1].[NH2:27][CH2:28][c:29]1[cH:30][cH:31][cH:32][cH:33][cH:34]1>>[CH:2]1([NH:11][c:12]2[n:13][c:14]3[cH:15][cH:16][c:17]([NH:22][C:23](=[NH:26])[NH:27][CH2:28][c:29]4[cH:30][cH:31][cH:32][cH:33][cH:34]4)[cH:18][c:19]3[cH:20][cH:21]2)[CH2:3][CH2:4][c:5]2[cH:6][cH:7][cH:8][cH:9][c:10]21. Yields the product N=C(NCc1ccccc1)Nc1ccc2nc(NC3CCc4ccccc43)ccc2c1. Reaction SMILES: [Br:1][CH2:2][C:3](=[O:4])[c:5]1[cH:6][cH:7][c:8]([OH:11])[cH:9][cH:10]1.[CH3:37][CH2:38][O:39][C:40]([CH3:41])=[O:42].[c:12]1([CH:18]([C:19](=[O:20])[O:21][CH:22]2[CH2:23][N:24]3[CH2:25][CH2:26][CH:27]2[CH2:28][CH2:29]3)[NH:30][c:31]2[cH:32][cH:33][cH:34][cH:35][cH:36]2)[cH:13][cH:14][cH:15][cH:16][cH:17]1>>[Br-:1].[CH2:2]([C:3](=[O:4])[c:5]1[cH:6][cH:7][c:8]([OH:11])[cH:9][cH:10]1)[N+:24]12[CH2:23][CH:22]([O:21][C:19]([CH:18]([c:12]3[cH:13][cH:14][cH:15][cH:16][cH:17]3)[NH:30][c:31]3[cH:32][cH:33][cH:34][cH:35][cH:36]3)=[O:20])[CH:27]([CH2:26][CH2:25]1)[CH2:28][CH2:29]2. Reactants: O=C(CBr)c1ccc(O)cc1, CCOC(C)=O, O=C(OC1CN2CCC1CC2)C(Nc1ccccc1)c1ccccc1. The product is [Br-], O=C(C[N+]12CCC(CC1)C(OC(=O)C(Nc1ccccc1)c1ccccc1)C2)c1ccc(O)cc1. Reactants: CS(C)=O, [Li+], [OH-], O, O=C1CC2CC3(CCNCC3)c3ccccc3C2N1C(CO)c1ccccc1. Product: C=C(c1ccccc1)N1C(=O)CC2CC3(CCNCC3)c3ccccc3C21. RXN SMILES: [CH3:32][S:33]([CH3:34])=[O:35].[Li+:31].[OH-:30].[OH2:29].[OH:1][CH2:2][CH:3]([c:4]1[cH:5][cH:6][cH:7][cH:8][cH:9]1)[N:10]1[C:11](=[O:28])[CH2:12][CH:13]2[CH2:14][C:15]3([c:16]4[c:17]([cH:19][cH:20][cH:21][cH:22]4)[CH:18]12)[CH2:23][CH2:24][NH:25][CH2:26][CH2:27]3>>[CH2:2]=[C:3]([c:4]1[cH:5][cH:6][cH:7][cH:8][cH:9]1)[N:10]1[C:11](=[O:28])[CH2:12][CH:13]2[CH2:14][C:15]3([c:16]4[c:17]([cH:19][cH:20][cH:21][cH:22]4)[CH:18]12)[CH2:23][CH2:24][NH:25][CH2:26][CH2:27]3. Reactants: COC=1C=C(C=CC1OC)C (3.4-dimethoxytoluene), C([O-])([O-])=O.[Na+].[Na+] (sodium carbonate), BrN1C(=O)N(C(=O)C1(C)C)Br (1,3-dibromo-5,5-dimethylhydantoin). The reagents and catalysts are CC(C#N)CC(C)C (2,4-dimethylpentanenitrile). Run in C1CCCCC1 (cyclohexane). Yields the product C(C1=CC(OC)=C(OC)C=C1)=O (veratraldehyde). The yield is 110.4%. RXN SMILES: [CH3:1][O:2][C:3]1[CH:4]=[C:5]([CH3:11])[CH:6]=[CH:7][C:8]=1[O:9][CH3:10].C(=O)([O-])[O-:13].[Na+].[Na+].BrN1C(C)(C)C(=O)N(Br)C1=O>CC(CC(C)C)C#N.C1CCCCC1>[CH:11](=[O:13])[C:5]1[CH:6]=[CH:7][C:8]([O:9][CH3:10])=[C:3]([O:2][CH3:1])[CH:4]=1 |f:1.2.3|. Procedure: In a 5 L flask equipped with mechanical stirrer and reflux condenser were placed 100.0 g (0.657 mol) of 3.4-dimethoxytoluene, 2.64 L of cyclohexane (0.25 M), and 104.5 g (0.986 mol) of anhydrous sodium carbonate. The apparatus was flushed with argon. The mixture was stirred and heated to reflux while continuing to sweep argon gently over the solution. A mixture of 197.28 g of 1,3-dibromo-5,5-dimethylhydantoin (DBDMH, 0.69 mol, 1.05 eq.) and 4.08 g 2,2'-azobis- 2,4-dimethylpentanenitrile (VAZO-52...